Dataset: the Open Reaction Database (ORD), a public repository of structured organic reaction records. Task: describe an organic reaction: reactants, conditions, products, and yield Reactants: [H][H] (hydrogen), ( 6 ), [H][H] (hydrogen), C(C)(=O)[O-].[Na+] (sodium acetate), C(CCCCCCC)OC1=CC=C(C=C1)C1=NC=C(C(=N1)Cl)C(=O)OCC (2(4-octyloxyphenyl)-4-chloro-5-ethoxycarbonylpyrimidine). Reagents/catalysts: [Pd] (Pd). The solvent is O1CCOCC1 (dioxane). The product is C(CCCCCCC)OC1=CC=C(C=C1)C1=NC=C(C=N1)C(=O)OCC (2-(4-octyloxyphenyl)-5- ethoxycarbonylpyrimidine). The yield is 111.5%. RXN SMILES: C([O-])(=O)C.[Na+].[CH2:6]([O:14][C:15]1[CH:20]=[CH:19][C:18]([C:21]2[N:26]=[C:25](Cl)[C:24]([C:28]([O:30][CH2:31][CH3:32])=[O:29])=[CH:23][N:22]=2)=[CH:17][CH:16]=1)[CH2:7][CH2:8][CH2:9][CH2:10][CH2:11][CH2:12][CH3:13].[H][H]>O1CCOCC1.[Pd]>[CH2:6]([O:14][C:15]1[CH:20]=[CH:19][C:18]([C:21]2[N:22]=[CH:23][C:24]([C:28]([O:30][CH2:31][CH3:32])=[O:29])=[CH:25][N:26]=2)=[CH:17][CH:16]=1)[CH2:7][CH2:8][CH2:9][CH2:10][CH2:11][CH2:12][CH3:13] |f:0.1|. Reported procedure: Six (6) g of hydrogenation catalyst in which 5 % of Pd was carried on activated carbon and a small amount of sodium acetate were placed in an eggplant-shaped flask. After replacing the atmosphere inside the flask with nitrogen, 6 g of the above Compound D dissolved in 90 ml of dioxane was slowly dropped into the flask through a dropping funnel. After replacing the inside atmosphere with hydrogen with stirring, hydrogen was supplied from a gas reservoir. The reaction was continued until hydrogen ... Reactants: C1CCOC1, Cl, CCOC(=O)C(C(=O)OCC)c1ccc(C2CCC3(CC2)OCCO3)cc1. The product is CCOC(=O)C(C(=O)OCC)c1ccc(C2CCC(=O)CC2)cc1. RXN SMILES: [CH2:29]1[O:30][CH2:31][CH2:32][CH2:33]1.[ClH:1].[O:2]1[CH2:4][CH2:3][O:5][C:6]12[CH2:7][CH2:8][CH:9]([c:12]1[cH:13][cH:14][c:15]([CH:18]([C:19](=[O:20])[O:21][CH2:22][CH3:23])[C:24](=[O:25])[O:26][CH2:27][CH3:28])[cH:16][cH:17]1)[CH2:10][CH2:11]2>>[O:5]=[C:6]1[CH2:7][CH2:8][CH:9]([c:12]2[cH:13][cH:14][c:15]([CH:18]([C:19](=[O:20])[O:21][CH2:22][CH3:23])[C:24](=[O:25])[O:26][CH2:27][CH3:28])[cH:16][cH:17]2)[CH2:10][CH2:11]1. Yields the product C[Si](C)(C)OC1CCCCCC1Br. RXN SMILES: [CH2:16]([CH:17]=[CH2:18])[Br:19].[CH:8]12[CH:9]([CH2:10][CH2:11][CH2:12][CH2:13][CH2:14]1)[O:15]2.[Cl:20][c:21]1[cH:22][cH:23][cH:24][cH:25][cH:26]1.[N:1](=[N+:2]=[N-:3])[Si:4]([CH3:5])([CH3:6])[CH3:7]>>[Si:4]([CH3:5])([CH3:6])([CH3:7])[O:15][CH:9]1[CH:8]([Br:19])[CH2:14][CH2:13][CH2:12][CH2:11][CH2:10]1. The reactants are C=CCBr, C1CCC2OC2CC1, Clc1ccccc1, C[Si](C)(C)N=[N+]=[N-]. Product: S=C=NCCCN(Cc1ccc(Br)cc1)c1ccccn1. Reaction SMILES: [Br:1][c:2]1[cH:3][cH:4][c:5]([CH2:6][N:7]([CH2:8][CH2:9][CH2:10][NH2:11])[c:12]2[n:13][cH:14][cH:15][cH:16][cH:17]2)[cH:18][cH:19]1.[C:20](=[S:21])=[S:22].[O:23]1[CH2:24][CH2:25][CH2:26][CH2:27]1>>[Br:1][c:2]1[cH:3][cH:4][c:5]([CH2:6][N:7]([CH2:8][CH2:9][CH2:10][N:11]=[C:20]=[S:21])[c:12]2[n:13][cH:14][cH:15][cH:16][cH:17]2)[cH:18][cH:19]1. The reactants are NCCCN(Cc1ccc(Br)cc1)c1ccccn1, S=C=S, C1CCOC1. Reactants: C(CCCC)C1=C(OC2=C1C=CC=C2)C=2C=C1C=CC(=CC1=CC2)O (6-(3-pentyl-benzofuran-2-yl)-naphthalen-2-ol), C([O-])([O-])=O.[Cs+].[Cs+] (cesium carbonate), BrCC(=O)OCC (ethyl bromoacetate). The solvent is CC(=O)C (acetone). Yields the product C(C)OC(COC1=CC2=CC=C(C=C2C=C1)C=1OC2=C(C1CCCCC)C=CC=C2)=O ([6-(3-Pentyl-benzofuran-2-yl)-naphthalen-2-yloxy]-acetic acid ethyl ester). The yield is 93.6%. As a reaction SMILES: [CH2:1]([C:6]1[C:10]2[CH:11]=[CH:12][CH:13]=[CH:14][C:9]=2[O:8][C:7]=1[C:15]1[CH:16]=[C:17]2[C:22](=[CH:23][CH:24]=1)[CH:21]=[C:20]([OH:25])[CH:19]=[CH:18]2)[CH2:2][CH2:3][CH2:4][CH3:5].C(=O)([O-])[O-].[Cs+].[Cs+].Br[CH2:33][C:34]([O:36][CH2:37][CH3:38])=[O:35]>CC(C)=O>[CH2:37]([O:36][C:34](=[O:35])[CH2:33][O:25][C:20]1[CH:19]=[CH:18][C:17]2[C:22](=[CH:23][CH:24]=[C:15]([C:7]3[O:8][C:9]4[CH:14]=[CH:13][CH:12]=[CH:11][C:10]=4[C:6]=3[CH2:1][CH2:2][CH2:3][CH2:4][CH3:5])[CH:16]=2)[CH:21]=1)[CH3:38] |f:1.2.3|. Procedure: Following the procedure described in Method B, Step 5 of Example 1, the title compound was prepared from 6-(3-pentyl-benzofuran-2-yl)-naphthalen-2-ol (0.33 g, 1 mmol), cesium carbonate (0.75 g, 2.3 mmol), ethyl bromoacetate (0.16 mL, 1.4 mmol) in acetone (20 mL). Crystallization from hexane furnished the title compound as a white solid (0.39 g), mp 84-86° C. Mass spectrum (+APCl, [M+H]+) m/z 417. 1HNMR (300 MHz, DMSO-d6): δ8.25 (s, 1H), 8.00 (d, 1H, J=9.1 Hz), 7.94-7.84 (m, 2H), 7.69-7.66 (m, 1H...